Dataset: the Open Reaction Database (ORD), a public repository of structured organic reaction records. Task: describe an organic reaction: reactants, conditions, products, and yield Reactants: ClC1=NC(=CC2=CC(=CC=C12)OC)NC1=NNC=C1 ((1-chloro-6-methoxy-isoquinolin-3-yl)-(1H-pyrazol-3-yl)-amine), FC1=CC=C(C=C1)B(O)O (4-fluoro-phenylboronic acid). Yields the product FC1=CC=C(C=C1)C1=NC(=CC2=CC(=CC=C12)OC)NC1=NNC=C1 ([1-(4-fluoro-phenyl)-6-methoxy-isoquinolin-3-yl]-(1H-pyrazol-3-yl)-amine). As a reaction SMILES: Cl[C:2]1[C:11]2[C:6](=[CH:7][C:8]([O:12][CH3:13])=[CH:9][CH:10]=2)[CH:5]=[C:4]([NH:14][C:15]2[CH:19]=[CH:18][NH:17][N:16]=2)[N:3]=1.[F:20][C:21]1[CH:26]=[CH:25][C:24](B(O)O)=[CH:23][CH:22]=1>>[F:20][C:21]1[CH:26]=[CH:25][C:24]([C:2]2[C:11]3[C:6](=[CH:7][C:8]([O:12][CH3:13])=[CH:9][CH:10]=3)[CH:5]=[C:4]([NH:14][C:15]3[CH:19]=[CH:18][NH:17][N:16]=3)[N:3]=2)=[CH:23][CH:22]=1. Procedure details: Similar procedure as described in example 131 was used, starting from (1-chloro-6-methoxy-isoquinolin-3-yl)-(1H-pyrazol-3-yl)-amine and 4-fluoro-phenylboronic acid to give [1-(4-fluoro-phenyl)-6-methoxy-isoquinolin-3-yl]-(1H-pyrazol-3-yl)-amine. LC-MS m/e 335(MH+).